This data is from the Open Reaction Database (ORD), a public repository of structured organic reaction records. The task is: describe an organic reaction: reactants, conditions, products, and yield Reactants: C1(=CC=C(C=C1)S(=O)(=O)O)C (PTS), C(CC)C(CO)CO (2-Propyl-1,3-propanediol), FC=1C=C(C=O)C=C(C1)F (3,5-difluorobenzaldehyde), C1(=CC=C(C=C1)S(=O)(=O)O)C (p-toluenesulfonic acid). Run in C1(=CC=CC=C1)C (toluene). Product: C(CC)C1COC(OC1)C1=CC(=CC(=C1)F)F (5-propyl-2-(3,5-difluorophenyl)-1,3-dioxane). Isolated yield 48.0%. RXN SMILES: [CH2:1]([CH:4]([CH2:7][OH:8])[CH2:5][OH:6])[CH2:2][CH3:3].[F:9][C:10]1[CH:11]=[C:12]([CH:15]=[C:16]([F:18])[CH:17]=1)[CH:13]=O.C1(C)C=CC(S(O)(=O)=O)=CC=1>C1(C)C=CC=CC=1>[CH2:1]([CH:4]1[CH2:7][O:8][CH:13]([C:12]2[CH:11]=[C:10]([F:9])[CH:17]=[C:16]([F:18])[CH:15]=2)[O:6][CH2:5]1)[CH2:2][CH3:3]. Procedure details: 2-Propyl-1,3-propanediol (83.2 g; 704 mmol) and 3,5-difluorobenzaldehyde (100 g; 704 mmol) were dissolved in toluene (1 liter), and p-toluenesulfonic acid (hereinafter referred to as PTS; 5 g) was added. The mixture was refluxed for 3 hours while being dehydrated with a Dean-Stark's device. The resultant reaction mixture was washed sequentially with saturated sodium bicarbonate solution and saturated brine and dried over magnesium sulfate. Subsequently, the solvent was evaporated. The residue wa... Starting materials: BrC1=C2C=NN(C2=CC=C1)C1OCCCC1 (4-bromo-1-(tetrahydro-2H-pyran-2-yl)-1H-indazole), CN1CCCC1=O (NMP), (Ph3P)4Pd(0). The reagents and catalysts are [C-]#N.[C-]#N.[Zn+2] (Zn(CN)2). Run at temperature 85 celsius. The product is O1C(CCCC1)N1N=CC=2C(=CC=CC12)C#N (1-(tetrahydro-2H-pyran-2-yl)-1H-indazole-4-carbonitrile). The yield is 75.0%. Reaction SMILES: Br[C:2]1[CH:10]=[CH:9][CH:8]=[C:7]2[C:3]=1[CH:4]=[N:5][N:6]2[CH:11]1[CH2:16][CH2:15][CH2:14][CH2:13][O:12]1.[CH3:17][N:18]1C(=O)CCC1>[C-]#N.[C-]#N.[Zn+2]>[O:12]1[CH2:13][CH2:14][CH2:15][CH2:16][CH:11]1[N:6]1[C:7]2[CH:8]=[CH:9][CH:10]=[C:2]([C:17]#[N:18])[C:3]=2[CH:4]=[N:5]1 |f:2.3.4|. Reported procedure: To a mixture of 196 (0.57 g, 2.05 mmol), Zn(CN)2 (264 mg, 2.25 mmol) in NMP (6 mL) under an argon atmosphere was added (Ph3P)4Pd(0) (356 mg, 0.31 mmol). The mixture was heated at 85° C. overnight, cooled, and partitioned between EtOAc (300 mL) and H2O (50 mL). The organic layer was separated and washed with brine, dried (MgSO4) and concentrated in vacuo. The residue was purified by SiO2 chromatography eluting with 1% MeOH/DCM to afford 430 mg (75%) of 1-(tetrahydro-2H-pyran-2-yl)-1H-indazole-4-c... Reactants: Cl (hydrochloric acid), [N+](=O)([O-])C1=CC=C(C(=O)N2C3=C(C(CCC2)=O)SC=C3)C=C1 (4-(4-nitrobenzoyl)-4,5,6,7-tetrahydro-8H-thieno-[3,2-b]azepin-8-one), [OH-].[Na+] (NaOH). The reagents and catalysts are [Fe] (iron). Run in C(C)(=O)O (acetic acid). Yields the product NC1=CC=C(C(=O)N2C3=C(C(CCC2)=O)SC=C3)C=C1 (4-(4-Aminobenzoyl)-4,5,6,7-tetrahydro-8H-thieno[3,2-b]azepin-8-one). Yield: 68.5%. RXN SMILES: [N+:1]([C:4]1[CH:22]=[CH:21][C:7]([C:8]([N:10]2[CH2:16][CH2:15][CH2:14][C:13](=[O:17])[C:12]3[S:18][CH:19]=[CH:20][C:11]2=3)=[O:9])=[CH:6][CH:5]=1)([O-])=O.Cl.[OH-].[Na+]>C(O)(=O)C.[Fe]>[NH2:1][C:4]1[CH:5]=[CH:6][C:7]([C:8]([N:10]2[CH2:16][CH2:15][CH2:14][C:13](=[O:17])[C:12]3[S:18][CH:19]=[CH:20][C:11]2=3)=[O:9])=[CH:21][CH:22]=1 |f:2.3|. Reported procedure: To a mixture of 2.0 g of 4-(4-nitrobenzoyl)-4,5,6,7-tetrahydro-8H-thieno-[3,2-b]azepin-8-one in 40 ml of glacial acetic acid is added 20 ml of 6N-hydrochloric acid. The mixture is cooled and 3.53 g of iron powder added in portions. The mixture is allowed to warm to room temperature and is heated at 70°-80° C. for 1 hour and then cooled to 0° C. To mixture is basified with 10N NaOH (pH 14) and extracted with 200 ml of ethyl acetate. The aqueous layer is again extracted with 200 ml of ethyl acetat... Reactants: BrCC1=CC(=C(C(=O)N(C(OC(C)(C)C)=O)C)C=C1C#N)OCC (tert-butyl N-[4-(bromomethyl)-5-cyano-2-ethoxybenzoyl]-N-methylcarbamate). Run in ClCCl (dichloromethane), FC(C(=O)O)(F)F (trifluoroacetic acid). Conditions: time 30 minute. Product: CNC(C1=C(C=C(C(=C1)C#N)CBr)OCC)=O (N1-Methyl-4-(bromomethyl)-5-cyano-2-ethoxybenzamide). Yield: 66.2%. RXN SMILES: [Br:1][CH2:2][C:3]1[C:19]([C:20]#[N:21])=[CH:18][C:6]([C:7]([N:9](C)[C:10](=O)OC(C)(C)C)=[O:8])=[C:5]([O:22][CH2:23][CH3:24])[CH:4]=1>ClCCl.FC(F)(F)C(O)=O>[CH3:10][NH:9][C:7](=[O:8])[C:6]1[CH:18]=[C:19]([C:20]#[N:21])[C:3]([CH2:2][Br:1])=[CH:4][C:5]=1[O:22][CH2:23][CH3:24]. Reported procedure: After dissolving tert-butyl N-[4-(bromomethyl)-5-cyano-2-ethoxybenzoyl]-N-methylcarbamate (39.9 g) in dichloromethane (300 ml), trifluoroacetic acid (50 ml) was added and the mixture was stirred at room temperature for 30 minutes. The reaction mixture was concentrated and the residue was purified by silica gel column chromatography (solvent: n-hexane-ethyl acetate) to yield the title compound (19.77 g) as a white solid.